This data is from the Open Reaction Database (ORD), a public repository of structured organic reaction records. The task is: describe an organic reaction: reactants, conditions, products, and yield Reaction SMILES: [C:1]1([O:11][CH:12]([Cl:17])[CH:13]([OH:16])[CH2:14][CH3:15])[C:10]2[C:5](=[CH:6][CH:7]=[CH:8][CH:9]=2)[CH:4]=[CH:3][CH:2]=1.[CH2:18]1[C:27]2[C:22](=[CH:23][CH:24]=[CH:25][CH:26]=2)[CH2:21][CH2:20][NH:19]1>C(O)(C)C>[ClH:17].[CH2:18]1[C:27]2[C:22](=[CH:23][CH:24]=[CH:25][CH:26]=2)[CH2:21][CH2:20][N:19]1[CH2:15][CH2:14][CH:13]([OH:16])[CH2:12][O:11][C:1]1[C:10]2[C:5](=[CH:6][CH:7]=[CH:8][CH:9]=2)[CH:4]=[CH:3][CH:2]=1 |f:3.4|. The reactants are C1(=CC=CC2=CC=CC=C12)OC(C(CC)O)Cl (1-(1-naphthyloxy)-2-hydroxybutyl chloride), C1NCCC2=CC=CC=C12 (1,2,3,4-tetrahydroisoquinoline). Product: Cl.C1N(CCC2=CC=CC=C12)CCC(COC1=CC=CC2=CC=CC=C12)O (4-(1,2,3,4-Tetrahydroisoquinolin-2-yl)-1-(1-naphthyloxy)-2-butanol Hydrochloride). Procedure details: A mixture of 12.5 g. (0.05 mole) of 1-(1-naphthyloxy)-2-hydroxybutyl chloride, 9.97 g. (0.075 mole) of 1,2,3,4-tetrahydroisoquinoline and 300 ml. of isopropanol was refluxed for 15 hr. On standing at room temperature a crystalline precipitate formed. The mixture was filtered and the filtrate concentrated to dryness under reduced pressure. The semi-solid residue which crystallized was recrystallized from acetone. The 12.2 g. of crystalline solid material melted at 169°-171° C. Run in C(C)(C)O (isopropanol). Starting materials: C(C#C)Br (propargyl bromide), C(C)(=O)O (acetic acid), CC(C)([O-])C.[K+] (Potassium t-butoxide), C1=CC2=C3C(=C1)C(=O)NC(=O)C3=CC=C2 (naphthalimide). Solvent: CN(C=O)C (dimethylformamide), CN(C=O)C (dimethylformamide). Conditions: temperature -20 celsius, time 1 hour. The product is C(C#C)N1C(C2=CC=CC=3C2=C(C1=O)C=CC3)=O (2-(2-propynyl)-1H-benz[de]isoquinoline-1,3(2H)-dione). The yield is 84.0%. RXN SMILES: [CH3:1][C:2](C)([O-])[CH3:3].[K+].[CH:7]1[CH:12]=[C:11]2[C:13]([NH:15][C:16]([C:18]3=[CH:19][CH:20]=[CH:21][C:9](=[C:10]23)[CH:8]=1)=[O:17])=[O:14].C(Br)C#C.C(O)(=O)C>CN(C)C=O>[CH2:3]([N:15]1[C:16](=[O:17])[C:18]2[CH:19]=[CH:20][CH:21]=[C:9]3[C:10]=2[C:11](=[CH:12][CH:7]=[CH:8]3)[C:13]1=[O:14])[C:2]#[CH:1] |f:0.1|. Procedure details: Potassium t-butoxide, 6.2 g (0.055 mol) was added to a solution of 9.9 g (0.05 mol) of naphthalimide in 50 ml of dimethylformamide cooled to -20° C. After stirring in the cold for 1 hour, 5 ml (0.055 mol) of propargyl bromide in 20 ml of dimethylformamide was added and the mixture was allowed to warm to room temperature. It was then heated to 45° C. for 45 minutes. After cooling, 15 ml of glacial acetic acid was added and the product was precipitated by addition of water. The solids were collect... Starting materials: solid, BrC1=CC(=CC=2C=C3N(C12)CCCNC3=O)C#N (7-bromo-1-oxo-2,3,4,5-tetrahydro-[1,4]diazepino[1,2-a]indole-9-carbonitrile), BrC1=CC(=CC=2C=C3N(C12)CCCNC3=O)C#N (7-bromo-1-oxo-2,3,4,5-tetrahydro-[1,4]diazepino[1,2-a]indole-9-carbonitrile), ClC1=CC=C(C=N1)B(O)O (6-chloro-pyridin-3-ylboronic acid). The product is ClC1=CC=C(C=N1)C1=CC(=CC=2C=C3N(C12)CCCNC3=O)C#N (7-(6-Chloropyridin-3-yl)-1-oxo-2,3,4,5-tetrahydro-[1,4]diazepino[1,2-a]indole-9-carbonitrile). As a reaction SMILES: Br[C:2]1[C:10]2[N:9]3[CH2:11][CH2:12][CH2:13][NH:14][C:15](=[O:16])[C:8]3=[CH:7][C:6]=2[CH:5]=[C:4]([C:17]#[N:18])[CH:3]=1.[Cl:19][C:20]1[N:25]=[CH:24][C:23](B(O)O)=[CH:22][CH:21]=1>>[Cl:19][C:20]1[N:25]=[CH:24][C:23]([C:2]2[C:10]3[N:9]4[CH2:11][CH2:12][CH2:13][NH:14][C:15](=[O:16])[C:8]4=[CH:7][C:6]=3[CH:5]=[C:4]([C:17]#[N:18])[CH:3]=2)=[CH:22][CH:21]=1. Procedure: The title compound, off-white solid (73 mg, 87%), MS (ISP) m/z=337.4 [(M+H)+], mp 204° C., was prepared in accordance with the general method of example 1 from 7-bromo-1-oxo-2,3,4,5-tetrahydro-[1,4]diazepino[1,2-a]indole-9-carbonitrile (intermediate 20) (76.0 mg, 0.25 mmol) and commercially available 6-chloro-pyridin-3-ylboronic acid (51.1 mg, 0.325 mmol). Yields the product C(C1=CC=CC=C1)N1CCC(CC1)N1C=NC2=CC=CC=C2C1=O (3-(1-Benzyl-piperidin-4-yl)-3-H-quinazolin-4-one). Procedure: To a solution of 200 mg 2-amino-N-(1-benzyl-piperidin-4-yl)benzamide (from Step A) in 5 mL of trimethyl orthoformate was added 0.2 mL of concentrated HCl. After stinring at 85° C. for 14 hours, the reaction was cooled to room temperature. The reaction mixture was partitioned betweem EtOAc and aqueous sodium bicarbonate. Aqueous phase was extracted with EtOAc (3×). The combined organic phases were washed with brine and dried over anhydrous MgSO4. Concentration under reduced pressure afforded 120 ... Reaction conditions: time 14 hour. Reaction SMILES: [NH2:1][C:2]1[CH:23]=[CH:22][CH:21]=[CH:20][C:3]=1[C:4]([NH:6][CH:7]1[CH2:12][CH2:11][N:10]([CH2:13][C:14]2[CH:19]=[CH:18][CH:17]=[CH:16][CH:15]=2)[CH2:9][CH2:8]1)=[O:5].Cl.[CH:25](OC)(OC)OC>>[CH2:13]([N:10]1[CH2:9][CH2:8][CH:7]([N:6]2[C:4](=[O:5])[C:3]3[C:2](=[CH:23][CH:22]=[CH:21][CH:20]=3)[N:1]=[CH:25]2)[CH2:12][CH2:11]1)[C:14]1[CH:15]=[CH:16][CH:17]=[CH:18][CH:19]=1. Reactants: NC1=C(C(=O)NC2CCN(CC2)CC2=CC=CC=C2)C=CC=C1 (2-Amino-N-(1-benzyl-piperidin-4-yl)benzamide), Cl (HCl), C(OC)(OC)OC (trimethyl orthoformate). Starting materials: CCOC(=O)CCCOc1cccc(CCCCCCOc2cc(Br)cc(CO)c2)c1CCC(=O)OCC, [H-], CI, [Na+], CN(C)C=O. The product is CCOC(=O)CCCOc1cccc(CCCCCCOc2cc(Br)cc(COC)c2)c1CCC(=O)OCC. RXN SMILES: [CH2:1]([CH3:2])[O:3][C:4]([CH2:5][CH2:6][CH2:7][O:8][c:9]1[c:10]([CH2:31][CH2:32][C:33](=[O:34])[O:35][CH2:36][CH3:37])[c:11]([CH2:15][CH2:16][CH2:17][CH2:18][CH2:19][CH2:20][O:21][c:22]2[cH:23][c:24]([Br:30])[cH:25][c:26]([CH2:28][OH:29])[cH:27]2)[cH:12][cH:13][cH:14]1)=[O:38].[H-:39].[I:41][CH3:42].[Na+:40].[O:43]=[CH:44][N:45]([CH3:46])[CH3:47]>>[CH2:1]([CH3:2])[O:3][C:4]([CH2:5][CH2:6][CH2:7][O:8][c:9]1[c:10]([CH2:31][CH2:32][C:33](=[O:34])[O:35][CH2:36][CH3:37])[c:11]([CH2:15][CH2:16][CH2:17][CH2:18][CH2:19][CH2:20][O:21][c:22]2[cH:23][c:24]([Br:30])[cH:25][c:26]([CH2:28][O:29][CH3:42])[cH:27]2)[cH:12][cH:13][cH:14]1)=[O:38]. Reactants: CC#N, O=CCCC=O, N#CC=C1NCCN1Cc1ccc(Cl)nc1, Cl. Yields the product N#CC1=C2N(Cc3ccc(Cl)nc3)CCN2C2CCC1O2. Reaction SMILES: [CH3:24][C:25]#[N:26].[CH:17]([CH2:18][CH2:19][CH:20]=[O:21])=[O:22].[Cl:1][c:2]1[cH:3][cH:4][c:5]([CH2:8][N:9]2[C:10](=[CH:14][C:15]#[N:16])[NH:11][CH2:12][CH2:13]2)[cH:6][n:7]1.[ClH:23]>>[Cl:1][c:2]1[cH:3][cH:4][c:5]([CH2:8][N:9]2[C:10]3=[C:14]([C:15]#[N:16])[CH:20]4[CH2:19][CH2:18][CH:17]([N:11]3[CH2:12][CH2:13]2)[O:22]4)[cH:6][n:7]1. The reactants are [N+](=O)([O-])C=1C=C(C=O)C=CC1 (3-Nitrobenzaldehyde), [BH-](OC(=O)C)(OC(=O)C)OC(=O)C.[Na+] (NaBH(OAc)3), amine, Cl.COC(=O)C1CNC1 (Azetidine-3-carboxylic acid methyl ester hydrochloride), CCN(C(C)C)C(C)C (DIPEA). Run in CC(=O)O (HOAc), C(Cl)Cl (CH2Cl2), CO (MeOH). Reaction conditions: temperature 40 celsius, time 1 hour. Yields the product COC(=O)C1CN(C1)CC1=CC(=CC=C1)[N+](=O)[O-] (1-(3-Nitro-benzyl)-azetidine-3-carboxylic acid methyl ester). As a reaction SMILES: Cl.[CH3:2][O:3][C:4]([CH:6]1[CH2:9][NH:8][CH2:7]1)=[O:5].CCN(C(C)C)C(C)C.[N+:19]([C:22]1[CH:23]=[C:24]([CH:27]=[CH:28][CH:29]=1)[CH:25]=O)([O-:21])=[O:20].[BH-](OC(C)=O)(OC(C)=O)OC(C)=O.[Na+]>C(Cl)Cl.CO.CC(O)=O>[CH3:2][O:3][C:4]([CH:6]1[CH2:9][N:8]([CH2:25][C:24]2[CH:27]=[CH:28][CH:29]=[C:22]([N+:19]([O-:21])=[O:20])[CH:23]=2)[CH2:7]1)=[O:5] |f:0.1,4.5|. Procedure details: To a solution of amine INT 1 (6.00 g, 39.6 mmol) in CH2Cl2 (396 mL) and MeOH (50 mL) was added DIPEA (6.9 mL, 39.6 mmol). HOAc was added to adjust the pH of the solution to 4-5. 3-Nitrobenzaldehyde (6.58 g, 43.5 mmol) was added and the mixture was stirred at 40° C. for 1 hour. After cooling to room temperature, NaBH(OAc)3 (16.78 g, 79.2 mmol) was added and the mixture was stirred at room temperature overnight. The mixture was quenched with saturated aqueous NaHCO3. The aqueous layer was extracte... Starting materials: CC=O, COc1cc(F)c(C(C)C)cc1-c1cc2c(cc1CN1C(=O)OC(c3cc(C(F)(F)F)cc(C(F)(F)F)c3)C1C)CNC2. Yields the product CCN1Cc2cc(CN3C(=O)OC(c4cc(C(F)(F)F)cc(C(F)(F)F)c4)C3C)c(-c3cc(C(C)C)c(F)cc3OC)cc2C1. As a reaction SMILES: [CH:44]([CH3:45])=[O:46].[F:1][C:2]([c:3]1[cH:4][c:5]([CH:13]2[CH:14]([CH3:41])[N:15]([CH2:19][c:20]3[cH:21][c:22]4[c:26]([cH:27][c:28]3-[c:29]3[c:30]([O:39][CH3:40])[cH:31][c:32]([F:38])[c:33]([CH:35]([CH3:36])[CH3:37])[cH:34]3)[CH2:25][NH:24][CH2:23]4)[C:16](=[O:18])[O:17]2)[cH:6][c:7]([C:9]([F:10])([F:11])[F:12])[cH:8]1)([F:42])[F:43]>>[F:1][C:2]([c:3]1[cH:4][c:5]([CH:13]2[CH:14]([CH3:41])[N:15]([CH2:19][c:20]3[cH:21][c:22]4[c:26]([cH:27][c:28]3-[c:29]3[c:30]([O:39][CH3:40])[cH:31][c:32]([F:38])[c:33]([CH:35]([CH3:36])[CH3:37])[cH:34]3)[CH2:25][N:24]([CH2:44][CH3:45])[CH2:23]4)[C:16](=[O:18])[O:17]2)[cH:6][c:7]([C:9]([F:10])([F:11])[F:12])[cH:8]1)([F:42])[F:43]. The reactants are O1C(=NC2=C1C=CC=C2)C(=O)OC (methyl benzoxazole-2-carboxylate), ClCC1=NC(=CC=C1)C (2-Chloromethyl-6-methylpyridine). Product: O1C(=NC2=C1C=CC=C2)C=O (Benzoxazole-2-carboxaldehyde). The yield is 35.0%. Reaction SMILES: [O:1]1[C:5]2[CH:6]=[CH:7][CH:8]=[CH:9][C:4]=2[N:3]=[C:2]1[C:10](OC)=[O:11].ClCC1C=CC=C(C)N=1>>[O:1]1[C:5]2[CH:6]=[CH:7][CH:8]=[CH:9][C:4]=2[N:3]=[C:2]1[CH:10]=[O:11]. Procedure: The title compound was prepared from methyl benzoxazole-2-carboxylate by the method of part (ii), above, on a 0.041 molar scale; yield 35% as a yellow oil. 1H--NMR(CDCl3)ppm(delta): 7.3-8.1 (m, 4H), 10.0 (s, 1H). Starting materials: mixture, S(O)(O)(=O)=O (sulfuric acid), ClC1=CC(=C(C=C1OC(C)C)N1N=C(C(=C(C1=O)C)C(F)(F)F)C(=O)OCC)F (2-(4-chloro-2-fluoro-5-isopropoxyphenyl)-6-ethoxycarbonyl-4-methyl-5-trifluoromethylpyridazin-3-one), compound 1-31. The solvent is O (water), O (water). Reaction conditions: temperature 130 celsius. Yields the product ClC1=CC(=C(C=C1O)N1N=CC(=C(C1=O)C)C(F)(F)F)F (2-(4-chloro-2-fluoro-5-hydroxyphenyl)-4methyl-5-trifluoromethylpyridazin-3-one). Yield: 49.6%. As a reaction SMILES: S(=O)(=O)(O)O.[Cl:6][C:7]1[C:12]([O:13]C(C)C)=[CH:11][C:10]([N:17]2[C:22](=[O:23])[C:21]([CH3:24])=[C:20]([C:25]([F:28])([F:27])[F:26])[C:19](C(OCC)=O)=[N:18]2)=[C:9]([F:34])[CH:8]=1>O>[Cl:6][C:7]1[C:12]([OH:13])=[CH:11][C:10]([N:17]2[C:22](=[O:23])[C:21]([CH3:24])=[C:20]([C:25]([F:27])([F:26])[F:28])[CH:19]=[N:18]2)=[C:9]([F:34])[CH:8]=1. Procedure details: Three mililiters (3 ml) of a mixture of sulfuric acid and water (v/v=2/1), and 1.5 g of 2-(4-chloro-2-fluoro-5-isopropoxyphenyl)-6-ethoxycarbonyl-4-methyl-5-trifluoromethylpyridazin-3-one (the present compound 1-31) were mixed and heated for 6 hours on a 130° C. oil bath. The reaction solution was cooled to room temperature, poured into 50 ml of water. The precipitated crystals were filtered off and washed with 50 ml of water twice. The crystals were dissolved with 100 ml of ethyl acetate and dr...